Dataset: the Open Reaction Database (ORD), a public repository of structured organic reaction records. Task: describe an organic reaction: reactants, conditions, products, and yield Reaction SMILES: [Cl:1][C:2]1[CH:3]=[C:4]2[C:8](=[C:9]([CH:11]=[O:12])[CH:10]=1)[NH:7][N:6]=[CH:5]2.[Br:13]Br>C(O)(=O)C.C(Cl)Cl>[Br:13][C:5]1[C:4]2[C:8](=[C:9]([CH:11]=[O:12])[CH:10]=[C:2]([Cl:1])[CH:3]=2)[NH:7][N:6]=1. Reaction conditions: time 1 hour. Procedure details: To a mixture of 5-chloro-1H-indazole-7-carbaldehyde (1.0 g, 5.54 mmol) in acetic acid (5 mL) was added bromine (0.43 mL, 8.31 mmol) slowly over 5 min. After 1 h, the reaction mixture was diluted with methylene chloride, washed with water (2×), saturated sodium thiosulfate (2×), saturated sodium bicarbonate (2×), then brine (2×), dried over sodium sulfate, and concentrated to afford 1.4 g (97%) as a yellow powder. LC/MS (HPLC method 1): tR=2.49 min, 261.00(MH)+. Reactants: ClC=1C=C2C=NNC2=C(C1)C=O (5-chloro-1H-indazole-7-carbaldehyde), BrBr (bromine). The solvent is C(C)(=O)O (acetic acid), C(Cl)Cl (methylene chloride). Yields the product BrC1=NNC2=C(C=C(C=C12)Cl)C=O (3-Bromo-5-chloro-1H-indazole-7-carbaldehyde).